This data is from the Open Reaction Database (ORD), a public repository of structured organic reaction records. The task is: describe an organic reaction: reactants, conditions, products, and yield Reactants: C(C)(C)(C)OC(=O)N(C(=O)OC(C)(C)C)C=1OCC2(C3=CC(=CC=C3OCC23COC3)C#CCOC)N1 (di-tert-butyl[6′-(3-methoxyprop-1-yn-1-yl)dispiro[1,3-oxazole-4,4′-chromene-3′,3″-oxetan]-2-yl]imidodicarbonate). The reagents and catalysts are [Pd] (palladium on carbon). Solvent: CCO (EtOH). Run at time 13 hour. Product: COCCCC=1C=C2C3(N=C(OC3)N(C(=O)OC(C)(C)C)C(=O)OC(C)(C)C)C3(COC3)COC2=CC1 (di-tert-butyl [6′-(3-methoxypropyl)dispiro[1,3-oxazole-4,4′-chromene-3′,3″-oxetan]-2-yl]imidodicarbonate). Isolated yield 99.9%. RXN SMILES: [C:1]([O:5][C:6]([N:8]([C:16]1[O:17][CH2:18][C:19]2([N:37]=1)[C:28]1([CH2:31][O:30][CH2:29]1)[CH2:27][O:26][C:25]1[C:20]2=[CH:21][C:22]([C:32]#[C:33][CH2:34][O:35][CH3:36])=[CH:23][CH:24]=1)[C:9]([O:11][C:12]([CH3:15])([CH3:14])[CH3:13])=[O:10])=[O:7])([CH3:4])([CH3:3])[CH3:2]>[Pd].CCO>[CH3:36][O:35][CH2:34][CH2:33][CH2:32][C:22]1[CH:21]=[C:20]2[C:25](=[CH:24][CH:23]=1)[O:26][CH2:27][C:28]1([CH2:31][O:30][CH2:29]1)[C:19]12[CH2:18][O:17][C:16]([N:8]([C:9]([O:11][C:12]([CH3:15])([CH3:14])[CH3:13])=[O:10])[C:6]([O:5][C:1]([CH3:2])([CH3:3])[CH3:4])=[O:7])=[N:37]1. Reported procedure: A mixture of di-tert-butyl[6′-(3-methoxyprop-1-yn-1-yl)dispiro[1,3-oxazole-4,4′-chromene-3′,3″-oxetan]-2-yl]imidodicarbonate (34.7 mg, 0.067 mmol) and 10% palladium on carbon (7 mg) in EtOH (1.4 mL) was stirred for 13 hours under a hydrogen atmosphere (4.5 kgf/cm2). The mixture was filtered off, and the filtrate was evaporated to give crude di-tert-butyl [6′-(3-methoxypropyl)dispiro[1,3-oxazole-4,4′-chromene-3′,3″-oxetan]-2-yl]imidodicarbonate (34.7 mg). The reactants are N1C=C(C=2C1=NC=CC2)C=C2C(C(=C(O2)N(CC=2SC=CC2)C)C(=O)OCC)=O (Ethyl 5-[(1H-pyrrolo[2,3-b]pyridin-3-yl)methylene]-2-[N-methyl-N-(2-thienylmethyl)amino]-4-oxo-4,5-dihydrofuran-3-carboxylate), CN(CCO)C (2-(dimethylamino)ethanol), Zn4(OCOCF3)6O. The reagents and catalysts are CN(C1=CC=NC=C1)C (4-dimethylaminopyridine), [Zn] (zinc). Run in CN(C(C)=O)C (N,N-dimethylacetamide). Yields the product N1C=C(C=2C1=NC=CC2)C=C2C(C(=C(O2)N(CC=2SC=CC2)C)C(=O)OCCN(C)C)=O (2-(Dimethylamino)ethyl 5-[(1H-pyrrolo[2,3-b]pyridin-3-yl)methylene]-2-[N-methyl-N-(2-thienylmethyl)amino]-4-oxo-4,5-dihydrofuran-3-carboxylate). Yield: 2.0%. As a reaction SMILES: [NH:1]1[C:5]2=[N:6][CH:7]=[CH:8][CH:9]=[C:4]2[C:3]([CH:10]=[C:11]2[O:15][C:14]([N:16]([CH3:23])[CH2:17][C:18]3[S:19][CH:20]=[CH:21][CH:22]=3)=[C:13]([C:24]([O:26][CH2:27][CH3:28])=[O:25])[C:12]2=[O:29])=[CH:2]1.[CH3:30][N:31](C)[CH2:32]CO>CN(C)C1C=CN=CC=1.CN(C)C(=O)C.[Zn]>[NH:1]1[C:5]2=[N:6][CH:7]=[CH:8][CH:9]=[C:4]2[C:3]([CH:10]=[C:11]2[O:15][C:14]([N:16]([CH3:23])[CH2:17][C:18]3[S:19][CH:20]=[CH:21][CH:22]=3)=[C:13]([C:24]([O:26][CH2:27][CH2:28][N:31]([CH3:32])[CH3:30])=[O:25])[C:12]2=[O:29])=[CH:2]1. Procedure: A solution of the compound (0.10 g, 0.25 mmol) of Example 108, 2-(dimethylamino)ethanol (0.40 mL, 4.0 mmol), 4-dimethylaminopyridine (0.0060 g, 0.049 mmol) and zinc cluster catalyst (Zn4(OCOCF3)6O) (0.012 g, 0.012 mmol) in N,N-dimethylacetamide (0.5 mL) was stirred with the microwave synthesizer (Biotage Initiator™) at 150° C. for 30 min. Cooled to ambient temperature, the reaction mixture was purified by preparative HPLC to afford the titled compound as solid (0.0023 g, y. 2%). The reactants are CCNC(=O)Nc1cc(-c2nc(C(F)(F)F)cs2)c(-c2cnc3c(c2)c(=O)c(C(=O)OCC)cn3CCN(C)C)cn1, CCO. Product: CCNC(=O)Nc1cc(-c2nc(C(F)(F)F)cs2)c(-c2cnc3c(c2)c(=O)c(C(=O)O)cn3CCN(C)C)cn1. As a reaction SMILES: [CH3:1][N:2]([CH2:3][CH2:4][n:5]1[cH:6][c:7]([C:37](=[O:38])[O:39][CH2:40][CH3:41])[c:8](=[O:36])[c:9]2[cH:10][c:11](-[c:15]3[cH:16][n:17][c:18]([NH:30][C:31]([NH:32][CH2:33][CH3:34])=[O:35])[cH:19][c:20]3-[c:21]3[s:22][cH:23][c:24]([C:26]([F:27])([F:28])[F:29])[n:25]3)[cH:12][n:13][c:14]12)[CH3:42].[CH3:43][CH2:44][OH:45]>>[CH3:1][N:2]([CH2:3][CH2:4][n:5]1[cH:6][c:7]([C:37](=[O:38])[OH:39])[c:8](=[O:36])[c:9]2[cH:10][c:11](-[c:15]3[cH:16][n:17][c:18]([NH:30][C:31]([NH:32][CH2:33][CH3:34])=[O:35])[cH:19][c:20]3-[c:21]3[s:22][cH:23][c:24]([C:26]([F:27])([F:28])[F:29])[n:25]3)[cH:12][n:13][c:14]12)[CH3:42]. Reactants: CN, CN(C)C=O, CSc1ncc2cc(-c3c(Cl)cccc3Cl)c(=O)n(C)c2n1, O. Yields the product CNc1ncc2cc(-c3c(Cl)cccc3Cl)c(=O)n(C)c2n1. As a reaction SMILES: [CH3:23][NH2:24].[CH3:25][N:26]([CH3:27])[CH:28]=[O:29].[Cl:1][c:2]1[c:3](-[c:9]2[cH:10][c:11]3[c:12]([n:13][c:14]([S:17][CH3:18])[n:15][cH:16]3)[n:19]([CH3:22])[c:20]2=[O:21])[c:4]([Cl:8])[cH:5][cH:6][cH:7]1.[OH2:30]>>[Cl:1][c:2]1[c:3](-[c:9]2[cH:10][c:11]3[c:12]([n:13][c:14]([NH:26][CH3:25])[n:15][cH:16]3)[n:19]([CH3:22])[c:20]2=[O:21])[c:4]([Cl:8])[cH:5][cH:6][cH:7]1. The reactants are COC(CNCCNC(=O)[C@]12[C@@H]([C@H]3CC[C@@H]4[C@]5(CC=C(C([C@@H]5CC[C@]4([C@@]3(CC1)C)C)(C)C)C1=CC=C(C(=O)OC)C=C1)C)[C@@H](CC2)C(=C)C)=O (methyl 4-((1R,3aS,5aR,5bR,7aR,11aS,11bR,13aR,13bR)-3a-(2-(2-methoxy-2-oxoethylamino)ethylcarbamoyl)-5a,5b,8,8,11a-pentamethyl-1-(prop-1-en-2-yl)-2,3,3a,4,5,5a,5b,6,7,7a,8,11,11a,11b,12,13,13a,13b-octadecahydro-1H-cyclopenta[a]chrysen-9-yl)benzoate), ICCC (1-iodopropane), C([O-])([O-])=O.[K+].[K+] (potassium carbonate). The solvent is C(C)#N (acetonitrile), O1CCOCC1 (dioxane). Yields the product COC(CN(CCNC(=O)[C@]12[C@@H]([C@H]3CC[C@@H]4[C@]5(CC=C(C([C@@H]5CC[C@]4([C@@]3(CC1)C)C)(C)C)C1=CC=C(C(=O)OC)C=C1)C)[C@@H](CC2)C(=C)C)CCC)=O (methyl 4-((1R,3aS,5aR,5bR,7aR,11aS,11bR,13aR,13bR)-3a-(2-((2-methoxy-2-oxoethyl)(propyl)amino)ethylcarbamoyl)-5a,5b,8,8,11a-pentamethyl-1-(prop-1-en-2-yl)-2,3,3a,4,5,5a,5b,6,7,7a,8,11,11a,11b,12,13,13a,13b-octadecahydro-1H-cyclopenta[a]chrysen-9-yl)benzoate). Isolated yield 66.9%. Reaction SMILES: [CH3:1][O:2][C:3](=[O:50])[CH2:4][NH:5][CH2:6][CH2:7][NH:8][C:9]([C@:11]12[CH2:46][CH2:45][C@@H:44]([C:47]([CH3:49])=[CH2:48])[C@@H:12]1[C@@H:13]1[C@@:26]([CH3:29])([CH2:27][CH2:28]2)[C@@:25]2([CH3:30])[C@@H:16]([C@:17]3([CH3:43])[C@@H:22]([CH2:23][CH2:24]2)[C:21]([CH3:32])([CH3:31])[C:20]([C:33]2[CH:42]=[CH:41][C:36]([C:37]([O:39][CH3:40])=[O:38])=[CH:35][CH:34]=2)=[CH:19][CH2:18]3)[CH2:15][CH2:14]1)=[O:10].I[CH2:52][CH2:53][CH3:54].C(=O)([O-])[O-].[K+].[K+]>C(#N)C.O1CCOCC1>[CH3:1][O:2][C:3](=[O:50])[CH2:4][N:5]([CH2:52][CH2:53][CH3:54])[CH2:6][CH2:7][NH:8][C:9]([C@:11]12[CH2:46][CH2:45][C@@H:44]([C:47]([CH3:49])=[CH2:48])[C@@H:12]1[C@@H:13]1[C@@:26]([CH3:29])([CH2:27][CH2:28]2)[C@@:25]2([CH3:30])[C@@H:16]([C@:17]3([CH3:43])[C@@H:22]([CH2:23][CH2:24]2)[C:21]([CH3:32])([CH3:31])[C:20]([C:33]2[CH:34]=[CH:35][C:36]([C:37]([O:39][CH3:40])=[O:38])=[CH:41][CH:42]=2)=[CH:19][CH2:18]3)[CH2:15][CH2:14]1)=[O:10] |f:2.3.4|. Procedure: A mixture of methyl 4-((1R,3aS,5aR,5bR,7aR,11aS,11bR,13aR,13bR)-3a-(2-(2-methoxy-2-oxoethylamino)ethylcarbamoyl)-5a,5b,8,8,11a-pentamethyl-1-(prop-1-en-2-yl)-2,3,3a,4,5,5a,5b,6,7,7a,8,11,11a,11b,12,13,13a,13b-octadecahydro-1H-cyclopenta[a]chrysen-9-yl)benzoate (28 mg, 0.041 mmol), 1-iodopropane (55.4 mg, 0.326 mmol) and potassium carbonate (11.27 mg, 0.082 mmol) in acetonitrile (2 mL) and dioxane (2.000 mL) was heated up for 8 hours. LCMS indicated the formation of desired product and consumptio... Reactants: COC=1C=C2C(=CNC2=CC1)CCN1C=NC(=C1)[N+](=O)[O-] (5-methoxy-3-(2-(4-nitro-1H-imidazol-1-yl)ethyl)-1H-indole), [NH4+].[Cl-] (NH4Cl). The reagents and catalysts are [Fe] (Fe). Solvent: CCO.O (EtOH H2O). Run at temperature 85 celsius. Yields the product COC=1C=C2C(=CNC2=CC1)CCN1C=NC(=C1)N (1-(2-(5-Methoxy-1H-indol-3-yl)ethyl)-1H-imidazol-4-amine), COC=1C=C2C(=CNC2=CC1)CCN1C=NC=C1N (1-(2-(5-methoxy-1H-indol-3-yl)ethyl)-1H-imidazol-5-amine). RXN SMILES: [CH3:1][O:2][C:3]1[CH:4]=[C:5]2[C:9](=[CH:10][CH:11]=1)[NH:8][CH:7]=[C:6]2[CH2:12][CH2:13][N:14]1[CH:18]=[C:17]([N+:19]([O-])=O)[N:16]=[CH:15]1.[NH4+:22].[Cl-]>CCO.O.[Fe]>[CH3:1][O:2][C:3]1[CH:4]=[C:5]2[C:9](=[CH:10][CH:11]=1)[NH:8][CH:7]=[C:6]2[CH2:12][CH2:13][N:14]1[CH:18]=[C:17]([NH2:19])[N:16]=[CH:15]1.[CH3:1][O:2][C:3]1[CH:4]=[C:5]2[C:9](=[CH:10][CH:11]=1)[NH:8][CH:7]=[C:6]2[CH2:12][CH2:13][N:14]1[C:18]([NH2:22])=[CH:17][N:16]=[CH:15]1 |f:1.2,3.4|. Reported procedure: To a solution of 5-methoxy-3-(2-(4-nitro-1H-imidazol-1-yl)ethyl)-1H-indole in EtOH/H2O (1.8 mL/0.9 mL), NH4Cl (158 mg, 2.95 mmol) and Fe (99 mg, 1.77 mmol) was added. The resulting black mixture was heated to 85° C. for 30 min, then it was filtered while hot and the filter cake was rinsed with EtOH. The filtrate was concentrated in vacuo and the residue partitioned between DCM and aq. 1 N NaOH-solution. The org. layer was separated and the aq. layer wa extracted with DCM. The combined organic ex... Reactants: CN1CC[C@]23C4=C5C=CC(=C4O[C@H]2C(=O)C=C[C@H]3[C@H]1C5)OC (codeinone), CO (methanol), C(OC)(OC)OC (trimethyl orthoformate), CS(=O)(=O)O (methanesulfonic acid), CS(=O)(=O)O (Methanesulfonic acid). Run in C1(=CC=CC=C1)C (toluene). Product: CN1CC[C@]23C4=C5C=CC(=C4O[C@H]2C(=CC=C3[C@H]1C5)OC)OC (thebaine). RXN SMILES: [CH3:1][N:2]1[C@@H:19]2[CH2:20][C:7]3[CH:8]=[CH:9][C:10]([O:21][CH3:22])=[C:11]4[O:12][C@H:13]5[C:14]([CH:16]=[CH:17][C@@H:18]2[C@:5]5([C:6]=34)[CH2:4][CH2:3]1)=[O:15].CO.[CH:25](OC)(OC)OC.CS(O)(=O)=O>C1(C)C=CC=CC=1>[CH3:1][N:2]1[C@@H:19]2[CH2:20][C:7]3[CH:8]=[CH:9][C:10]([O:21][CH3:22])=[C:11]4[O:12][C@H:13]5[C:14]([O:15][CH3:25])=[CH:16][CH:17]=[C:18]2[C@:5]5([C:6]=34)[CH2:4][CH2:3]1. Reported procedure: To a dried 4-neck 5-liter round bottom flask equipped with a mechanical stirrer, heating mantle, pressure equalizing dropping funnel, and reflux condenser under a nitrogen atmosphere were added 100 g of codeinone, 500 mL of methanol and 73.5 mL of trimethyl orthoformate. The resulting mixture was allowed to stir at room temperature. Methanesulfonic acid (42 g) was then added to the flask at a temperature of about 25° C. over a time period of about 10 minutes. After addition of the methanesulfoni... The reactants are COC(=O)C1(SCCN1)CC (2-ethyl thiazolidine-2-carboxylic acid methyl ester), ClC=1C=C(C=C(C1)Cl)N=C=O (3,5-dichlorophenyl isocyanate). The solvent is C1(=CC=CC=C1)C (toluene). The product is COC(=O)C1(SCCN1C(NC1=CC(=CC(=C1)Cl)Cl)=O)CC (2-ethyl-3-(3,5-dichlorophenylcarbamoyl) thiazolidine-2-carboxylic acid methyl ester). Isolated yield 78.4%. As a reaction SMILES: [CH3:1][O:2][C:3]([C:5]1([CH2:10][CH3:11])[NH:9][CH2:8][CH2:7][S:6]1)=[O:4].[Cl:12][C:13]1[CH:14]=[C:15]([N:20]=[C:21]=[O:22])[CH:16]=[C:17]([Cl:19])[CH:18]=1>C1(C)C=CC=CC=1>[CH3:1][O:2][C:3]([C:5]1([CH2:10][CH3:11])[N:9]([C:21](=[O:22])[NH:20][C:15]2[CH:16]=[C:17]([Cl:19])[CH:18]=[C:13]([Cl:12])[CH:14]=2)[CH2:8][CH2:7][S:6]1)=[O:4]. Procedure details: A mixture of 0.62 g of the 2-ethyl thiazolidine-2-carboxylic acid methyl ester thus obtained, 0.66 g of 3,5-dichlorophenyl isocyanate and 10 ml of toluene was stirred at room temperature for 1 hour. Then, the precipitate was filtered to give 1.00 g (yield 77.8%) of 2-ethyl-3-(3,5-dichlorophenylcarbamoyl) thiazolidine-2-carboxylic acid methyl ester with a melting point of 187°-188° C. The results of the elementary analysis were as follows: Found (calculated in parentheses): C 46.48% (46.29%), H b... Starting materials: C(C)OCC (diethylether), S1C(=CC=C1)[Mg]Br (2-thienylmagnesium bromide), O1[SiH2]CCC1 (oxasilacyclopentane), CCCCCC.C(C)OC(C)=O (hexane ethylacetate). The product is OCC1=C(C=CC=C1)[Si](C=1SC=CC1)(C)C ((2-(hydroxymethyl)phenyl)dimethyl(2-thienyl)silane). Yield: 79.0%. RXN SMILES: [S:1]1[CH:5]=[CH:4][CH:3]=[C:2]1[Mg]Br.O1CC[CH2:10][SiH2:9]1.[CH3:13][CH2:14][CH2:15][CH2:16][CH2:17][CH3:18].C(O[C:22](=[O:24])C)C.[CH2:25](OCC)C>>[OH:24][CH2:22][C:15]1[CH:14]=[CH:13][CH:18]=[CH:17][C:16]=1[Si:9]([CH3:10])([CH3:25])[C:2]1[S:1][CH:5]=[CH:4][CH:3]=1 |f:2.3|. Procedure: At 0° C., a solution of 2-thienylmagnesium bromide in THF (23 mL) [prepared from 2-bromothiophene (5.4 g, 33 mmol) and Mg (0.82 g, 34 mmol) was added to oxasilacyclopentane (7) (4.9 g, 30 mmol) in THF (10 mL) in accordance with Frisell, C.; Lawesson, S.-O. Org. Synth. Coll. Vol. 1972, 5, 642-644], and the resulting mixture was stirred at room temperature for 22 hours. The resulting mixture was diluted with diethylether and was filtered to remove unreacted magnesium. The filtrate was washed with ... Starting materials: C(C)(C)(C)OC(=O)N1C(CCCC1)CCOC1=C(C(NC2=CC(=C(C=C12)[N+](=O)[O-])Cl)=O)C1=CC(=CC(=C1)C)C (2-{2-[7-chloro-3-(3,5-dimethylphenyl)-6-nitro-2-oxo-1,2-dihydroquinolin-4-yloxy]-ethyl}-piperidine-1-carboxylic acid tert-butyl ester), [H-].[Na+] (sodium hydride), IC (iodomethane). Reaction conditions: time 1 hour. The product is C(C)(C)(C)OC(=O)N1C(CCCC1)CCOC1=C(C(N(C2=CC(=C(C=C12)[N+](=O)[O-])Cl)C)=O)C1=CC(=CC(=C1)C)C (2-{2-[7-chloro-3-(3,5-dimethylphenyl)-1-methyl-6-nitro-2-oxo-1,2-dihydroquinolin-4-yloxy]-ethyl}-piperidine-1-carboxylic acid tert-butyl ester). RXN SMILES: [C:1]([O:5][C:6]([N:8]1[CH2:13][CH2:12][CH2:11][CH2:10][CH:9]1[CH2:14][CH2:15][O:16][C:17]1[C:26]2[C:21](=[CH:22][C:23]([Cl:30])=[C:24]([N+:27]([O-:29])=[O:28])[CH:25]=2)[NH:20][C:19](=[O:31])[C:18]=1[C:32]1[CH:37]=[C:36]([CH3:38])[CH:35]=[C:34]([CH3:39])[CH:33]=1)=[O:7])([CH3:4])([CH3:3])[CH3:2].[H-].[Na+].I[CH3:43]>>[C:1]([O:5][C:6]([N:8]1[CH2:13][CH2:12][CH2:11][CH2:10][CH:9]1[CH2:14][CH2:15][O:16][C:17]1[C:26]2[C:21](=[CH:22][C:23]([Cl:30])=[C:24]([N+:27]([O-:29])=[O:28])[CH:25]=2)[N:20]([CH3:43])[C:19](=[O:31])[C:18]=1[C:32]1[CH:33]=[C:34]([CH3:39])[CH:35]=[C:36]([CH3:38])[CH:37]=1)=[O:7])([CH3:2])([CH3:4])[CH3:3] |f:1.2|. Reported procedure: To a solution of 2-{2-[7-chloro-3-(3,5-dimethylphenyl)-6-nitro-2-oxo-1,2-dihydroquinolin-4-yloxy]-ethyl}-piperidine-1-carboxylic acid tert-butyl ester (100 mg in 3.5 mL N,N-dimethylformamide) at 0° C. was added 7.6 mg sodium hydride and the mixture stirred for 1 hour at low temperature. At this time, 0.012 mL iodomethane were added continued stirring. After 30 minutes, the reaction was quenched by the addition of saturated aqueous ammonium chloride and extracted with ethyl acetate. The organic p...